This data is from the Open Reaction Database (ORD), a public repository of structured organic reaction records. The task is: describe an organic reaction: reactants, conditions, products, and yield Reactants: CC(=O)[O-], CC(=O)[O-], OB(O)c1ccnc(Cl)c1, [Cu+2], CC(C)N1CCN(C(=O)c2ccc3[nH]c(C(=O)N4CCC(F)(F)CC4)cc3c2)CC1, c1ccncc1. Yields the product CC(C)N1CCN(C(=O)c2ccc3c(c2)cc(C(=O)N2CCC(F)(F)CC2)n3-c2ccnc(Cl)c2)CC1. Reaction SMILES: [C:41]([O-:42])(=[O:43])[CH3:44].[C:46]([O-:47])(=[O:48])[CH3:49].[Cl:31][c:32]1[n:33][cH:34][cH:35][c:36]([B:38]([OH:39])[OH:40])[cH:37]1.[Cu+2:45].[F:1][C:2]1([F:30])[CH2:3][CH2:4][N:5]([C:8](=[O:9])[c:10]2[nH:11][c:12]3[cH:13][cH:14][c:15]([C:19](=[O:20])[N:21]4[CH2:22][CH2:23][N:24]([CH:27]([CH3:28])[CH3:29])[CH2:25][CH2:26]4)[cH:16][c:17]3[cH:18]2)[CH2:6][CH2:7]1.[cH:50]1[cH:51][cH:52][n:53][cH:54][cH:55]1>>[F:1][C:2]1([F:30])[CH2:3][CH2:4][N:5]([C:8](=[O:9])[c:10]2[n:11](-[c:36]3[cH:35][cH:34][n:33][c:32]([Cl:31])[cH:37]3)[c:12]3[cH:13][cH:14][c:15]([C:19](=[O:20])[N:21]4[CH2:22][CH2:23][N:24]([CH:27]([CH3:28])[CH3:29])[CH2:25][CH2:26]4)[cH:16][c:17]3[cH:18]2)[CH2:6][CH2:7]1. The reactants are [N+](=O)([O-])C=1C=C(OC2=CC=C(C=C2)OC)C=CC1 (p-(m-nitrophenoxy)anisole), Br.C(C)(=O)O (hydrobromic acid acetic acid). Yields the product [N+](=O)([O-])C=1C=C(OC2=CC=C(C=C2)O)C=CC1 (p-(m-nitrophenoxy)phenol). Reaction SMILES: [N+:1]([C:4]1[CH:5]=[C:6]([CH:16]=[CH:17][CH:18]=1)[O:7][C:8]1[CH:13]=[CH:12][C:11]([O:14]C)=[CH:10][CH:9]=1)([O-:3])=[O:2].Br.C(O)(=O)C>>[N+:1]([C:4]1[CH:5]=[C:6]([CH:16]=[CH:17][CH:18]=1)[O:7][C:8]1[CH:13]=[CH:12][C:11]([OH:14])=[CH:10][CH:9]=1)([O-:3])=[O:2] |f:1.2|. Procedure details: m-nitrophenol and 4-bromoanisole yield p-(m-nitrophenoxy)anisole of m.p. 69°-71° C. and reaction with hydrobromic acid/acetic acid yields p-(m-nitrophenoxy)phenol which distils in the bulb-tube at 95°-97° C./0.04 Torr; Starting materials: IC=1C=2C3=C(C(NC3=CC1)=O)C=CC2 (6-Iodo-1H-benzo[cd]indol-2-one), Cl.C(C1=CC=CC=C1)N (benzylamine hydrochloride), O.C1(=CC=C(C=C1)S(=O)(=O)O)C (p-toluenesulfonic acid monohydrate). Solvent: C[Si](N[Si](C)(C)C)(C)C (hexamethyldisilazane). Yields the product C(C1=CC=CC=C1)N=C1NC2=CC=C(C=3C2=C1C=CC3)I (N-Benzyl-N-(6-iodobenzo[cd]indol-2(1H)-ylidene)amine). Isolated yield 65.8%. As a reaction SMILES: [I:1][C:2]1[C:3]2[C:4]3[C:8](=[CH:9][CH:10]=1)[NH:7][C:6](=O)[C:5]=3[CH:12]=[CH:13][CH:14]=2.Cl.[CH2:16]([NH2:23])[C:17]1[CH:22]=[CH:21][CH:20]=[CH:19][CH:18]=1.O.C1(C)C=CC(S(O)(=O)=O)=CC=1>C[Si](C)(C)N[Si](C)(C)C>[CH2:16]([N:23]=[C:6]1[C:5]2[CH:12]=[CH:13][CH:14]=[C:3]3[C:4]=2[C:8](=[CH:9][CH:10]=[C:2]3[I:1])[NH:7]1)[C:17]1[CH:22]=[CH:21][CH:20]=[CH:19][CH:18]=1 |f:1.2,3.4|. Reported procedure: The product of the example was also prepared using the procedures of Method B as described in Example 21. 6-Iodo-1H-benzo[cd]indol-2-one (0.2 g, 0.68 mmol), benzylamine hydrochloride (0.195 g, 1.36 mmol) and p-toluenesulfonic acid monohydrate (0.01 g, 0.052 mmol) were stirred in hexamethyldisilazane (0.45 ml) for 3 h at 130°. Workup as before provided the crude product. Crystallization from EtOAc-ether gave 0.172 g (66%) of a dark yellow solid: mp 160-163°; NMR (CDCl3) δ 4.90 (s, 2H), 6.99 (d, J...